Task: describe an organic reaction: reactants, conditions, products, and yield. Dataset: the Open Reaction Database (ORD), a public repository of structured organic reaction records Starting materials: C(C)(C)(C)OC(=O)NC=1C=C(OC2=NC(=NC=C2C(=O)O)SC)C=CC1 (4-(3-tert-butoxycarbonylaminophenoxy)-2-(methylsulfanyl)pyrimidine-5-carboxylic acid), COC1=CC=C(CN)C=C1 (4-methoxybenzylamine), CN(C)C(=[N+](C)C)ON1C2=C(C=CC=C2)N=N1.[B-](F)(F)(F)F (TBTU), CCN(C(C)C)C(C)C (DIEA). The solvent is CC#N (MeCN), CCOC(=O)C.CCCCCC (EtOAc hexane). Run at time 8 hour. Yields the product C(C)(C)(C)OC(NC1=CC(=CC=C1)OC1=NC(=NC=C1C(NC1=CC=CC=C1)=O)SC)=O ([3-(2-methylsulfanyl-5-phenylcarbamoylpyrimidin-4-yloxy)-phenyl]-carbamic acid tert-butyl ester). RXN SMILES: [C:1]([O:5][C:6]([NH:8][C:9]1[CH:10]=[C:11]([CH:24]=[CH:25][CH:26]=1)[O:12][C:13]1[C:18]([C:19]([OH:21])=O)=[CH:17][N:16]=[C:15]([S:22][CH3:23])[N:14]=1)=[O:7])([CH3:4])([CH3:3])[CH3:2].COC1C=CC(CN)=CC=1.CN(C(O[N:45]1N=N[C:47]2[CH:48]=[CH:49][CH:50]=[CH:51][C:46]1=2)=[N+](C)C)C.[B-](F)(F)(F)F.CCN(C(C)C)C(C)C>CC#N.CCOC(C)=O.CCCCCC>[C:1]([O:5][C:6](=[O:7])[NH:8][C:9]1[CH:26]=[CH:25][CH:24]=[C:11]([O:12][C:13]2[C:18]([C:19](=[O:21])[NH:45][C:46]3[CH:51]=[CH:50][CH:49]=[CH:48][CH:47]=3)=[CH:17][N:16]=[C:15]([S:22][CH3:23])[N:14]=2)[CH:10]=1)([CH3:4])([CH3:2])[CH3:3] |f:2.3,6.7|. Procedure details: Acid 4 was directly mixed with 4-methoxybenzylamine (1.55 g, 11.3 mmol), TBTU (5.4 g, 16.8 mmol) and DIEA (2.4 mL, 13.4 mmol) in 100 mL MeCN at room temperature. The reaction mixture was run overnight to give 6 as a white solid (4.2 g, 8.5 mmol) after flash chromatography (EtOAc-hexane). The reactants are C1CCOC1, C1CCCCC1, CC1(C)OCC(Cn2cc(I)cn2)O1, CC(C)[N-]C(C)C, CI, [Cl-], [Li+], [NH4+]. Product: Cc1c(I)cnn1CC1COC(C)(C)O1. Reaction SMILES: [CH2:15]1[O:16][CH2:17][CH2:18][CH2:19]1.[CH2:28]1[CH2:29][CH2:30][CH2:31][CH2:32][CH2:33]1.[CH3:1][C:2]1([CH3:14])[O:3][CH2:4][CH:5]([CH2:7][n:8]2[n:9][cH:10][c:11]([I:13])[cH:12]2)[O:6]1.[CH3:21][CH:22]([N-:23][CH:24]([CH3:25])[CH3:26])[CH3:27].[CH3:34][I:35].[Cl-:36].[Li+:20].[NH4+:37]>>[CH3:1][C:2]1([CH3:14])[O:3][CH2:4][CH:5]([CH2:7][n:8]2[n:9][cH:10][c:11]([I:13])[c:12]2[CH3:15])[O:6]1. Starting materials: C1CCOC1, C[Si](C)(C)C#Cc1cncc(C(=O)N=S(C)(=O)c2ccccc2)c1, CO, [K+], [K+], O=C([O-])[O-]. Yields the product C#Cc1cncc(C(=O)N=S(C)(=O)c2ccccc2)c1. Reaction SMILES: [CH2:31]1[O:32][CH2:33][CH2:34][CH2:35]1.[CH3:1][S:2](=[N:3][C:4]([c:5]1[cH:6][n:7][cH:8][c:9]([C:11]#[C:12][Si:13]([CH3:14])([CH3:15])[CH3:16])[cH:10]1)=[O:17])([c:18]1[cH:19][cH:20][cH:21][cH:22][cH:23]1)=[O:24].[CH3:36][OH:37].[K+:25].[K+:26].[O-:27][C:28]([O-:29])=[O:30]>>[CH3:1][S:2](=[N:3][C:4]([c:5]1[cH:6][n:7][cH:8][c:9]([C:11]#[CH:12])[cH:10]1)=[O:17])([c:18]1[cH:19][cH:20][cH:21][cH:22][cH:23]1)=[O:24]. The reactants are N1C(=NC2=C1C=CC=C2)COC2=CC(=C(C=O)C=C2OC)F (4-(1H-Benzoimidazol-2-ylmethoxy)-2-fluoro-5-methoxy-benzaldehyde), [H-].[Na+] (sodium hydride), O (water), BrCC (bromoethane). Solvent: CN(C(C)=O)C (N,N-dimethylacetamide). Product: C(C)N1C(=NC2=C1C=CC=C2)COC2=CC(=C(C=O)C=C2OC)F (4-(1-ethyl-1H-benzoimidazol-2-ylmethoxy)-2-fluoro-5-methoxy-benzaldehyde). The yield is 89.0%. Reaction SMILES: [NH:1]1[C:5]2[CH:6]=[CH:7][CH:8]=[CH:9][C:4]=2[N:3]=[C:2]1[CH2:10][O:11][C:12]1[C:19]([O:20][CH3:21])=[CH:18][C:15]([CH:16]=[O:17])=[C:14]([F:22])[CH:13]=1.[H-].[Na+].Br[CH2:26][CH3:27].O>CN(C)C(=O)C>[CH2:26]([N:1]1[C:5]2[CH:6]=[CH:7][CH:8]=[CH:9][C:4]=2[N:3]=[C:2]1[CH2:10][O:11][C:12]1[C:19]([O:20][CH3:21])=[CH:18][C:15]([CH:16]=[O:17])=[C:14]([F:22])[CH:13]=1)[CH3:27] |f:1.2|. Reported procedure: To a solution of 4-(1H-benzoimidazol-2-ylmethoxy)-2-fluoro-5-methoxy-benzaldehyde (215, 4.0 g, 13 mmol) in N,N-dimethylacetamide (80 mL) was added sodium hydride (60% dispersion in mineral oil, 0.65 g, 16 mmol) portion wise. After the addition was complete, the reaction was stirred for 30 minutes after which bromoethane (1.2 mL, 16 mmol) was added and then allowed to stir for several hours. The reaction mixture was then poured into water (1 L) with stirring and the precipitated solid was filtere... Starting materials: CC1=C(C(=CC(=C1)C)C)CC(=O)O ((2,4,6-trimethylphenyl)acetic acid), CO (methanol). Run in Cl (hydrochloric acid). The product is CC1=C(C(=CC(=C1)C)C)CC(=O)OC (methyl (2,4,6-trimethylphenyl)acetate). As a reaction SMILES: [CH3:1][C:2]1[CH:7]=[C:6]([CH3:8])[CH:5]=[C:4]([CH3:9])[C:3]=1[CH2:10][C:11]([OH:13])=[O:12].[CH3:14]O>Cl>[CH3:9][C:4]1[CH:5]=[C:6]([CH3:8])[CH:7]=[C:2]([CH3:1])[C:3]=1[CH2:10][C:11]([O:13][CH3:14])=[O:12]. Reported procedure: 173 g (2,4,6-trimethylphenyl)acetic acid is refluxed in 131 mL of concentrated hydrochloric acid and 1.1 L of methanol for 3 hours with stirring. The solvent is distilled off under reduced pressure and the aqueous phase extracted twice with diethyl ether. The combined organic phases are extracted twice with a saturated aqueous sodium hydrogen carbonate solution and dried with sodium sulfate and the solvent is distilled off under reduced pressure. The residue is fractionally distilled. Yield: 116... Starting materials: N1(CCCC1)CC1NCCCC1 (2-(pyrrolidin-1-ylmethyl)piperidine), ClC=1C=C2CCC(C2=CC1Cl)C(=O)Cl (5,6-dichloroindan-1-carbonyl chloride). Yields the product Cl.ClC=1C=C2CCC(C2=CC1Cl)C(=O)N1C(CCCC1)CN1CCCC1 (1-(5,6-dichloroindan-1-carbonyl)-2-(pyrrolidin-1-ylmethyl)piperidine hydrochloride). Yield: 32.6%. RXN SMILES: [N:1]1([CH2:6][CH:7]2[CH2:12][CH2:11][CH2:10][CH2:9][NH:8]2)[CH2:5][CH2:4][CH2:3][CH2:2]1.[Cl:13][C:14]1[CH:15]=[C:16]2[C:20](=[CH:21][C:22]=1[Cl:23])[CH:19]([C:24](Cl)=[O:25])[CH2:18][CH2:17]2>>[ClH:13].[Cl:13][C:14]1[CH:15]=[C:16]2[C:20](=[CH:21][C:22]=1[Cl:23])[CH:19]([C:24]([N:8]1[CH2:9][CH2:10][CH2:11][CH2:12][CH:7]1[CH2:6][N:1]1[CH2:5][CH2:4][CH2:3][CH2:2]1)=[O:25])[CH2:18][CH2:17]2 |f:2.3|. Procedure: From 1.18 g of 2-(pyrrolidin-1-ylmethyl)piperidine, and 1.87 g of 5,6-dichloroindan-1-carbonyl chloride. 0.51 g of the title compound was obtained melting at 245°-250° C. using a procedure similar to that in Example 1. Starting materials: O (water), C(C)(C)(C)C1=C(C(=CC(=C1)N=O)C(C)(C)C)O (2,6-di-tert-butyl-4-nitrosophenol), ClCCl (dichloromethane), CCCCCC (hexane), [H][H] (hydrogen), [H][H] (hydrogen). Conditions: time 1 hour. Reported procedure: A 2 liter Parr bomb was charged with 210.5 g of 44.6% water wet (0.5 mole, pure, dry) 2,6-di-tert-butyl-4-nitrosophenol, 2.0 g of 5% Pd/C catalyst, 300 ml dichloromethane and 400 ml hexane. The nitrogen purged system was pressurized to 50 psi with hydrogen and the rate of hydrogen uptake noted. Hydrogenation was completed within one hour. Product: OC1=C(C=C(C=C1C(C)(C)C)NC(CCCCCCCCCCCCCCCCC)=O)C(C)(C)C (N(4-hydroxy-3,5-di-tert-butylphenyl) stearamide). Reagents/catalysts: [Pd] (Pd/C). Reaction SMILES: [OH2:1].[C:2]([C:6]1[CH:11]=[C:10]([N:12]=O)[CH:9]=[C:8]([C:14]([CH3:17])([CH3:16])[CH3:15])[C:7]=1[OH:18])([CH3:5])([CH3:4])[CH3:3].ClCCl.[H][H].[CH3:24][CH2:25][CH2:26][CH2:27][CH2:28][CH3:29]>[Pd]>[OH:18][C:7]1[C:6]([C:2]([CH3:5])([CH3:4])[CH3:3])=[CH:11][C:10]([NH:12][C:24](=[O:1])[CH2:25][CH2:26][CH2:27][CH2:28][CH2:29][CH2:24][CH2:25][CH2:26][CH2:27][CH2:28][CH2:29][CH2:3][CH2:2][CH2:6][CH2:7][CH2:8][CH3:9])=[CH:9][C:8]=1[C:14]([CH3:17])([CH3:16])[CH3:15]. Starting materials: CC(=O)O, CO, CCCCCC, CC(=Cc1ccc(Oc2ccc(Cl)cc2)cc1)[N+](=O)[O-], [Fe], O. Product: CC(=O)Cc1ccc(Oc2ccc(Cl)cc2)cc1. RXN SMILES: [CH3:1][C:2]([OH:3])=[O:4].[CH3:26][OH:27].[CH3:29][CH2:30][CH2:31][CH2:32][CH2:33][CH3:34].[Cl:5][c:6]1[cH:7][cH:8][c:9]([O:10][c:11]2[cH:12][cH:13][c:14]([CH:17]=[C:18]([CH3:19])[N+:20]([O-:21])=[O:22])[cH:15][cH:16]2)[cH:23][cH:24]1.[Fe:28].[OH2:25]>>[O:3]=[C:18]([CH2:17][c:14]1[cH:13][cH:12][c:11]([O:10][c:9]2[cH:8][cH:7][c:6]([Cl:5])[cH:24][cH:23]2)[cH:16][cH:15]1)[CH3:19]. Reactants: CS(C)=O, O=[N+]([O-])c1ccc(F)cc1, O=S(=O)(CCl)c1ccccc1. The product is O=[N+]([O-])c1ccc(F)cc1CS(=O)(=O)c1ccccc1. As a reaction SMILES: [CH3:22][S:23]([CH3:24])=[O:25].[N+:1](=[O:2])([O-:3])[c:4]1[cH:5][cH:6][c:7]([F:10])[cH:8][cH:9]1.[c:11]1([S:17](=[O:18])(=[O:19])[CH2:20][Cl:21])[cH:12][cH:13][cH:14][cH:15][cH:16]1>>[N+:1](=[O:2])([O-:3])[c:4]1[c:5]([CH2:20][S:17]([c:11]2[cH:12][cH:13][cH:14][cH:15][cH:16]2)(=[O:18])=[O:19])[cH:6][c:7]([F:10])[cH:8][cH:9]1. Starting materials: NC1=C2N=C(C(=NC2=CC(=C1N)Cl)O)O (5,6-diamino-7-chloro-2,3-dihydroxyquinoxaline), C(=O)O (formic acid). The solvent is O (water). Run at temperature 25 celsius. Product: ClC1=C2C(=C3N=C(C(=NC3=C1)O)O)NC=N2 (4-chloro-7,8-dihydroxy-1H-imidazo(4,5-f)quinoxaline). Isolated yield 67.0%. Reaction SMILES: [NH2:1][C:2]1[C:11]([NH2:12])=[C:10]([Cl:13])[CH:9]=[C:8]2[C:3]=1[N:4]=[C:5]([OH:15])[C:6]([OH:14])=[N:7]2.[CH:16](O)=O>O>[Cl:13][C:10]1[CH:9]=[C:8]2[C:3]([N:4]=[C:5]([OH:15])[C:6]([OH:14])=[N:7]2)=[C:2]2[NH:1][CH:16]=[N:12][C:11]=12. Reported procedure: A mixture of 0,3 g (1,35 mmol) 5,6-diamino-7-chloro-2,3-dihydroxyquinoxaline and 8 ml formic acid was refluxed for 2 h. After cooling to 25° C., the reaction mixture was poured into 30 ml water to give 0,21 g (67%) 4-chloro-7,8-dihydroxy-1H-imidazo(4,5-f)quinoxaline, m.p.>300° C. NMR (DMSO-d6) 7.37 (1H,s), 6.70 (1H,s).